This data is from the Open Reaction Database (ORD), a public repository of structured organic reaction records. The task is: describe an organic reaction: reactants, conditions, products, and yield The reactants are [H-].[Na+] (sodium hydride), C(C)OC1=CC(=C(C=C1CC)NC(C)=O)[N+](=O)[O-] (N-(4-Ethoxy-5-ethyl-2-nitrophenyl)acetamide), [Cl-].[NH4+] (ammonium chloride). Run in C(C)O (ethanol). Run at time 8 hour. The product is C(C)OC1=CC(=C(C=C1CC)N)[N+](=O)[O-] (4-ethoxy-5-ethyl-2-nitrophenylamine). The yield is 60.0%. As a reaction SMILES: [CH2:1]([O:3][C:4]1[C:9]([CH2:10][CH3:11])=[CH:8][C:7]([NH:12]C(=O)C)=[C:6]([N+:16]([O-:18])=[O:17])[CH:5]=1)[CH3:2].[H-].[Na+].[Cl-].[NH4+]>C(O)C>[CH2:1]([O:3][C:4]1[C:9]([CH2:10][CH3:11])=[CH:8][C:7]([NH2:12])=[C:6]([N+:16]([O-:18])=[O:17])[CH:5]=1)[CH3:2] |f:1.2,3.4|. Procedure details: N-(4-Ethoxy-5-ethyl-2-nitrophenyl)acetamide [0.2 g, Reference Example 32(g)] was dissolved in ethanol (25 mL) and sodium hydride (100 mg; 50% dispersion in mineral oil, 2 mmol) was added. Mixture was stirred overnight at ambient temperature, aq ammonium chloride (3mL) was added and the mixture was evaporated. The residue was chromatographed on silica gel (heptane with gradient of 25-50% ethyl acetate) to give 4-ethoxy-5-ethyl-2-nitrophenylamine (0.1 g) as a red solid. LC-MS (Method E): RT=3.4 mi... Reactants: CC(C)O, ClC(Cl)Cl, ClCCl, COCCl, CC(O)c1ccc(F)nc1. The product is COCOC(C)c1ccc(F)nc1. RXN SMILES: [CH:18]([OH:19])([CH3:20])[CH3:21].[CH:22]([Cl:23])([Cl:24])[Cl:25].[Cl:15][CH2:16][Cl:17].[Cl:1][CH2:2][O:3][CH3:4].[F:5][c:6]1[cH:7][cH:8][c:9]([CH:12]([CH3:13])[OH:14])[cH:10][n:11]1>>[CH2:2]([O:3][CH3:4])[O:14][CH:12]([c:9]1[cH:8][cH:7][c:6]([F:5])[n:11][cH:10]1)[CH3:13]. The reactants are ClC1=C(C(=O)NC(COCCC2=CC(=CC=C2)Cl)=N)C=C(C=N1)Cl (2,5-dichloro-N-{2-[2-(3-chloro-phenyl)-ethoxy]-1-imino-ethyl}-nicotinamide), CC(C)(C)[O-].[K+] (KOtBu). The product is ClC1=CC2=C(N=C(NC2=O)COCCC2=CC(=CC=C2)Cl)N=C1 (6-chloro-2-[2-(3-chloro-phenyl)-ethoxymethyl]-3H-pyrido[2,3-d]pyrimidin-4-one). As a reaction SMILES: Cl[C:2]1[N:23]=[CH:22][C:21]([Cl:24])=[CH:20][C:3]=1[C:4]([NH:6][C:7](=[NH:19])[CH2:8][O:9][CH2:10][CH2:11][C:12]1[CH:17]=[CH:16][CH:15]=[C:14]([Cl:18])[CH:13]=1)=[O:5].CC([O-])(C)C.[K+]>>[Cl:24][C:21]1[CH:22]=[N:23][C:2]2[N:19]=[C:7]([CH2:8][O:9][CH2:10][CH2:11][C:12]3[CH:17]=[CH:16][CH:15]=[C:14]([Cl:18])[CH:13]=3)[NH:6][C:4](=[O:5])[C:3]=2[CH:20]=1 |f:1.2|. Procedure: In analogy to the procedure described in example 78.4, 2,5-dichloro-N-{2-[2-(3-chloro-phenyl)-ethoxy]-1-imino-ethyl}-nicotinamide was treated with KOtBu to obtain 6-chloro-2-[2-(3-chloro-phenyl)-ethoxymethyl]-3H-pyrido[2,3-d]pyrimidin-4-one as colorless crystals. MS: m/e=350.2 [M+H+]. Starting materials: BrC1=C(SC2=C1N(C(NC2=O)(C)C)C)C=2C=NNC2 (7-bromo-1,2,2-trimethyl-6-(1H-pyrazol-4-yl)-2,3-dihydrothieno[3,2-d]pyrimidin-4(1H)-one), Cl (HCl). The solvent is CO (MeOH). Run at temperature 50 celsius, time 1 hour. The product is Cl.Cl.BrC=1C(=C(SC1C=1C=NNC1)C(=O)N)NC (4-bromo-3-(methylamino)-5-(1H-pyrazol-4-yl) thiophene-2-carboxamide dihydrochloride). Isolated yield 97.3%. Reaction SMILES: [Br:1][C:2]1[C:6]2[N:7](C)[C:8](C)(C)[NH:9][C:10](=[O:11])[C:5]=2[S:4][C:3]=1[C:15]1[CH:16]=[N:17][NH:18][CH:19]=1.[ClH:20]>CO>[ClH:20].[ClH:20].[Br:1][C:2]1[C:6]([NH:7][CH3:8])=[C:5]([C:10]([NH2:9])=[O:11])[S:4][C:3]=1[C:15]1[CH:16]=[N:17][NH:18][CH:19]=1 |f:3.4.5|. Reported procedure: A mixture of 7-bromo-1,2,2-trimethyl-6-(1H-pyrazol-4-yl)-2,3-dihydrothieno[3,2-d]pyrimidin-4(1H)-one (171 mg, 0.50 mmol), 1 M HCl (2.5 mL, 2.50 mmol) and MeOH (5 mL) was stirred at 50° C. for 1 h. The mixture was concentrated under reduced pressure to afford the title compound (182 mg, 97%) as a pale yellow solid. This material was used for the next reaction without further purification. Starting materials: O=[Ag-], CCOCC, CI, CC(C)(C)OC(=O)NCC1(O)CN(C(=O)c2ccc(F)c(F)c2Nc2ccc(I)cc2F)C1. The product is COC1(CNC(=O)OC(C)(C)C)CN(C(=O)c2ccc(F)c(F)c2Nc2ccc(I)cc2F)C1. As a reaction SMILES: [Ag-:36]=[O:37].[CH2:38]([O:39][CH2:40][CH3:41])[CH3:42].[CH3:34][I:35].[F:1][c:2]1[c:3]([NH:25][c:26]2[c:27]([F:33])[cH:28][c:29]([I:32])[cH:30][cH:31]2)[c:4]([C:9](=[O:10])[N:11]2[CH2:12][C:13]([OH:15])([CH2:16][NH:17][C:18]([O:19][C:20]([CH3:21])([CH3:22])[CH3:23])=[O:24])[CH2:14]2)[cH:5][cH:6][c:7]1[F:8]>>[F:1][c:2]1[c:3]([NH:25][c:26]2[c:27]([F:33])[cH:28][c:29]([I:32])[cH:30][cH:31]2)[c:4]([C:9](=[O:10])[N:11]2[CH2:12][C:13]([O:15][CH3:34])([CH2:16][NH:17][C:18]([O:19][C:20]([CH3:21])([CH3:22])[CH3:23])=[O:24])[CH2:14]2)[cH:5][cH:6][c:7]1[F:8]. Starting materials: SC1=CC=NC=C1 (4-mercaptopyridine), C([O-])([O-])=O.[K+].[K+] (potassium carbonate), C(C#C)Cl (propargyl chloride). Solvent: CS(=O)C (dimethyl sulfoxide). Reaction conditions: temperature 60 celsius. The product is C(C#C)SC1=CC=NC=C1 (4-(2-propynylthio)pyridine). The yield is 40.2%. As a reaction SMILES: [SH:1][C:2]1[CH:7]=[CH:6][N:5]=[CH:4][CH:3]=1.C(=O)([O-])[O-].[K+].[K+].[CH2:14](Cl)[C:15]#[CH:16]>CS(C)=O>[CH2:16]([S:1][C:2]1[CH:7]=[CH:6][N:5]=[CH:4][CH:3]=1)[C:15]#[CH:14] |f:1.2.3|. Procedure details: In 200 ml dimethyl sulfoxide (DMSO) was dissolved 25.0 g (0.225 mole) 4-mercaptopyridine. To this solution were added 15.5 g (0.112 mole) anhydrous potassium carbonate and 16.5 g (0.25 mole) propargyl chloride. This mixture was heated at 60° C. for 3 hours. The reaction mixture was then cooled to room temperature and filtered. The filtrate was added to an equal volume of water. This mixture was extracted with ether. After removal of the ether under reduced pressure, there remained 20.0 g crude p... Starting materials: CC(=O)[O-], Cc1ccccc1, CC(C)(C)OC(=O)Nc1ccc(CCOc2ccc(C=O)cc2)cc1, C1CC[NH2+]CC1, O, O=C1CSC(=O)N1. Product: CC(C)(C)OC(=O)Nc1ccc(CCOc2ccc(C=C3SC(=O)NC3=O)cc2)cc1. Reaction SMILES: [C:33]([O-:34])(=[O:35])[CH3:36].[CH3:44][c:45]1[cH:46][cH:47][cH:48][cH:49][cH:50]1.[CH:1](=[O:2])[c:3]1[cH:4][cH:5][c:6]([O:7][CH2:8][CH2:9][c:10]2[cH:11][cH:12][c:13]([NH:16][C:17]([O:18][C:19]([CH3:20])([CH3:21])[CH3:22])=[O:23])[cH:14][cH:15]2)[cH:24][cH:25]1.[NH2+:37]1[CH2:38][CH2:39][CH2:40][CH2:41][CH2:42]1.[OH2:43].[S:26]1[C:27](=[O:32])[NH:28][C:29](=[O:31])[CH2:30]1>>[CH:1]([c:3]1[cH:4][cH:5][c:6]([O:7][CH2:8][CH2:9][c:10]2[cH:11][cH:12][c:13]([NH:16][C:17]([O:18][C:19]([CH3:20])([CH3:21])[CH3:22])=[O:23])[cH:14][cH:15]2)[cH:24][cH:25]1)=[C:30]1[S:26][C:27](=[O:32])[NH:28][C:29]1=[O:31]. The reactants are C(CCC)[Sn](C=1SC=CN1)(CCCC)CCCC (2-Tri-n-butylstannylthiazole), C(C)(C)(C)C1(CC=CC(=C1O)C(C)(C)C)C (2,6-di-tert-butylcresol), ClC=1OC=2C(N1)=C(C(=C(C2F)C2=CC=CC=C2)C)C#N (2-chloro-7-fluoro-5-methyl-6-phenyl-1,3-benzoxazole-4-cabonitrile). The reagents and catalysts are Cl[Pd]([P](C1=CC=CC=C1)(C2=CC=CC=C2)C3=CC=CC=C3)([P](C4=CC=CC=C4)(C5=CC=CC=C5)C6=CC=CC=C6)Cl (dichlorobis(triphenylphosphine)palladium(II)). Solvent: C1(=CC=CC=C1)C (toluene). Conditions: temperature 125 celsius. The product is FC=1C(=C(C(=C2N=C(OC21)C=2SC=CN2)C#N)C)C2=CC=CC=C2 (7-Fluoro-5-methyl-6-phenyl-2-(1,3-thiazol-2-yl)-1,3-benzoxazole-4-carbonitrile). Yield: 29.9%. As a reaction SMILES: C([Sn](CCCC)(CCCC)[C:6]1[S:7][CH:8]=[CH:9][N:10]=1)CCC.C(C1(C)C(O)=C(C(C)(C)C)C=CC1)(C)(C)C.Cl[C:36]1[O:37][C:38]2[C:39](=[C:41]([C:53]#[N:54])[C:42]([CH3:52])=[C:43]([C:46]3[CH:51]=[CH:50][CH:49]=[CH:48][CH:47]=3)[C:44]=2[F:45])[N:40]=1>Cl[Pd](Cl)([P](C1C=CC=CC=1)(C1C=CC=CC=1)C1C=CC=CC=1)[P](C1C=CC=CC=1)(C1C=CC=CC=1)C1C=CC=CC=1.C1(C)C=CC=CC=1>[F:45][C:44]1[C:43]([C:46]2[CH:51]=[CH:50][CH:49]=[CH:48][CH:47]=2)=[C:42]([CH3:52])[C:41]([C:53]#[N:54])=[C:39]2[C:38]=1[O:37][C:36]([C:6]1[S:7][CH:8]=[CH:9][N:10]=1)=[N:40]2 |^1:57,76|. Procedure: 2-Tri-n-butylstannylthiazole (392 mg, 1.05 mmol), dichlorobis(triphenylphosphine)palladium(II) (49.0 mg, 0.070 mmol) and 2,6-di-tert-butylcresol (30.7 mg, 0.14 mmol) were added to a toluene (20 ml) solution of 2-chloro-7-fluoro-5-methyl-6-phenyl-1,3-benzoxazole-4-cabonitrile (I-130) (200 mg, 0.698 mmol), followed by heating under reflux in an oil bath at 125° C. for 5 hours in an argon atmosphere. The solvent was evaporated away under reduced pressure, then the residue was purified by silica gel...